This data is from the Open Reaction Database (ORD), a public repository of structured organic reaction records. The task is: describe an organic reaction: reactants, conditions, products, and yield Reactants: CCO, CC1(O)C(c2cc(C#N)c3c(N)ncnn23)OC(CO)C1O, N, OO. Product: CC1(O)C(c2cc(C(N)=O)c3c(N)ncnn23)OC(CO)C1O. Reaction SMILES: [CH3:26][CH2:27][OH:28].[NH2:1][c:2]1[n:3][cH:4][n:5][n:6]2[c:7]1[c:8]([C:21]#[N:22])[cH:9][c:10]2[CH:11]1[C:12]([OH:13])([CH3:20])[CH:14]([OH:15])[CH:16]([CH2:18][OH:19])[O:17]1.[NH3:23].[OH:24][OH:25]>>[NH2:1][c:2]1[n:3][cH:4][n:5][n:6]2[c:7]1[c:8]([C:21]([NH2:22])=[O:24])[cH:9][c:10]2[CH:11]1[C:12]([OH:13])([CH3:20])[CH:14]([OH:15])[CH:16]([CH2:18][OH:19])[O:17]1. Reactants: C(C)(C)(C)OC(=O)N1CCN(CC1)C1=C(C=CC=C1)OCCN1CCOCC1 (4-[2(2-Morpholin-4-yl-ethoxy)-phenyl]-piperazine-1-carboxylicacid tert-butyl ester), C(C)(C)(C)OC(=O)N1CCN(CC1)C1=C(C=CC=C1)O (4-(2-hydroxy-phenyl)-piperazine-1-carboxylic acid tert-butyl ester), CN1CC(CCC1)O (1-methyl-piperidin-3-ol). Product: C(C)(C)(C)OC(=O)N1CCN(CC1)C1=C(C=CC=C1)OC1CN(CCC1)C (4-[2-(1-Methyl-piperidin-3-yloxy)-phenyl]-piperazine-1-carboxylic acid tert-butyl ester). As a reaction SMILES: [C:1]([O:5][C:6]([N:8]1[CH2:13][CH2:12][N:11]([C:14]2[CH:19]=[CH:18][CH:17]=[CH:16][C:15]=2[O:20][CH2:21][CH2:22][N:23]2[CH2:28][CH2:27]OC[CH2:24]2)[CH2:10][CH2:9]1)=[O:7])([CH3:4])([CH3:3])[CH3:2].[C:29](OC(N1CCN(C2C=CC=CC=2O)CC1)=O)(C)(C)C.CN1CCCC(O)C1>>[C:1]([O:5][C:6]([N:8]1[CH2:13][CH2:12][N:11]([C:14]2[CH:19]=[CH:18][CH:17]=[CH:16][C:15]=2[O:20][CH:21]2[CH2:29][CH2:27][CH2:28][N:23]([CH3:24])[CH2:22]2)[CH2:10][CH2:9]1)=[O:7])([CH3:2])([CH3:3])[CH3:4]. Reported procedure: The title compound was prepared in a manner similar to 4-[2(2-Morpholin-4-yl-ethoxy)-phenyl]-piperazine-1-carboxylicacid tert-butyl ester except that 4-(2-hydroxy-phenyl)-piperazine-1-carboxylic acid tert-butyl ester was coupled to 1-methyl-piperidin-3-ol. The reactants are ClCCl, COc1ccc(C2CSc3cc(OC)ccc3C2c2cccc(CO)c2)cc1. The product is COc1ccc(C2CSc3cc(OC)ccc3C2c2cccc(C=O)c2)cc1. RXN SMILES: [CH2:29]([Cl:30])[Cl:31].[CH3:1][O:2][c:3]1[cH:4][cH:5][c:6]2[c:11]([cH:12]1)[S:10][CH2:9][CH:8]([c:13]1[cH:14][cH:15][c:16]([O:19][CH3:20])[cH:17][cH:18]1)[CH:7]2[c:21]1[cH:22][c:23]([CH2:24][OH:25])[cH:26][cH:27][cH:28]1>>[CH3:1][O:2][c:3]1[cH:4][cH:5][c:6]2[c:11]([cH:12]1)[S:10][CH2:9][CH:8]([c:13]1[cH:14][cH:15][c:16]([O:19][CH3:20])[cH:17][cH:18]1)[CH:7]2[c:21]1[cH:22][c:23]([CH:24]=[O:25])[cH:26][cH:27][cH:28]1.